Dataset: the Open Reaction Database (ORD), a public repository of structured organic reaction records. Task: describe an organic reaction: reactants, conditions, products, and yield Starting materials: Nc1cccc(Br)c1, O=C([O-])[O-], CS(=O)(=O)OCC=CCOS(C)(=O)=O, CN(C)C=O, [K+], [K+]. Yields the product Brc1cccc(N2CC=CC2)c1. RXN SMILES: [Br:15][c:16]1[cH:17][c:18]([NH2:19])[cH:20][cH:21][cH:22]1.[C:23](=[O:24])([O-:25])[O-:26].[CH3:1][S:2]([O:3][CH2:6][CH:7]=[CH:8][CH2:9][O:4][S:5]([CH3:10])(=[O:11])=[O:12])(=[O:13])=[O:14].[CH3:29][N:30]([CH3:31])[CH:32]=[O:33].[K+:27].[K+:28]>>[CH2:6]1[CH:7]=[CH:8][CH2:9][N:19]1[c:18]1[cH:17][c:16]([Br:15])[cH:22][cH:21][cH:20]1. The reactants are C(CCC)(=O)Cl (butyryl chloride), FC(C=1C=C2C(=NNC2=CC1)N)(F)F (5-(trifluoromethyl)-1H-indazole-3-amine). Solvent: N1=CC=CC=C1 (pyridine). Reaction conditions: time 12 hour. The product is FC(C=1C=C2C(=NNC2=CC1)NC(CCC)=O)(F)F (N-[5-(trifluoromethyl)-1H-indazol-3-yl]butanamide). Reaction SMILES: [C:1](Cl)(=[O:5])[CH2:2][CH2:3][CH3:4].[F:7][C:8]([F:20])([F:19])[C:9]1[CH:10]=[C:11]2[C:15](=[CH:16][CH:17]=1)[NH:14][N:13]=[C:12]2[NH2:18]>N1C=CC=CC=1>[F:20][C:8]([F:7])([F:19])[C:9]1[CH:10]=[C:11]2[C:15](=[CH:16][CH:17]=1)[NH:14][N:13]=[C:12]2[NH:18][C:1](=[O:5])[CH2:2][CH2:3][CH3:4]. Procedure: 0.26 cm3 of butyryl chloride is added to 500 mg of 5-(trifluoromethyl)-1H-indazole-3-amine, prepared according to patent U.S. Pat. No. 3,133,081, in 15 cm3 of pyridine, and cooled to about 5° C. The reaction medium is allowed to return to about 19° C. over 12 hours. The reaction medium is evaporated under reduced pressure (2 kPa; 50° C.). The residue is taken up in 15 cm3 of ethyl acetate and 15 cm3 of distilled water. The organic phase is dried over magnesium sulphate, filtered through a sinter...